Dataset: the Open Reaction Database (ORD), a public repository of structured organic reaction records. Task: describe an organic reaction: reactants, conditions, products, and yield The reactants are FC1=C(C=CC=2NC(=NC21)C2=CC=CC=1C(C3=CC=CC=C3C21)=NO)F (4-(4,5-difluoro-1H-benzimidazol-2-yl)-9H-fluoren-9-one oxime). The reagents and catalysts are [Ni] (Raney nickel). Solvent: C(C)O (ethanol), O1CCCC1 (tetrahydrofuran). Yields the product FC1=C(C=CC=2NC(=NC21)C2=CC=CC=1C(C3=CC=CC=C3C21)N)F (4-(4,5-difluoro-1H-benzimidazol-2-yl)-9H-fluoren-9(R,S)-ylamine). Yield: 26.0%. RXN SMILES: [F:1][C:2]1[C:10]2[N:9]=[C:8]([C:11]3[C:23]4[C:22]5[C:17](=[CH:18][CH:19]=[CH:20][CH:21]=5)[C:16](=[N:24]O)[C:15]=4[CH:14]=[CH:13][CH:12]=3)[NH:7][C:6]=2[CH:5]=[CH:4][C:3]=1[F:26]>[Ni].C(O)C.O1CCCC1>[F:1][C:2]1[C:10]2[N:9]=[C:8]([C:11]3[C:23]4[C:22]5[C:17](=[CH:18][CH:19]=[CH:20][CH:21]=5)[CH:16]([NH2:24])[C:15]=4[CH:14]=[CH:13][CH:12]=3)[NH:7][C:6]=2[CH:5]=[CH:4][C:3]=1[F:26]. Procedure details: The procedure used in Example 6 is followed, but starting from 4 g of 4-(4,5-difluoro-1H-benzimidazol-2-yl)-9H-fluoren-9-one oxime (Z,E), obtained in the previous stage, and 0.27 g of Raney nickel in 35 ml of ethanol and 35 ml of tetrahydrofuran for 10 hours at 60° C. under an initial hydrogen pressure of one bar. After filtration of the catalyst, and purification by forming a paste in diisopropyl ether, in this way we obtain 1 g of 4-(4,5-difluoro-1H-benzimidazol-2-yl)-9H-fluoren-9(R,S)-ylamine... Starting materials: COc1ccc(SC(F)(F)F)c([N+](=O)[O-])c1, ClCCl, O=C(OO)c1cccc(Cl)c1. Yields the product COc1ccc(S(=O)C(F)(F)F)c([N+](=O)[O-])c1. RXN SMILES: [CH3:1][O:2][c:3]1[cH:4][c:5]([N+:14](=[O:15])[O-:16])[c:6]([S:9][C:10]([F:11])([F:12])[F:13])[cH:7][cH:8]1.[Cl:28][CH2:29][Cl:30].[OH:17][O:18][C:19]([c:20]1[cH:21][c:22]([Cl:23])[cH:24][cH:25][cH:26]1)=[O:27]>>[CH3:1][O:2][c:3]1[cH:4][c:5]([N+:14](=[O:15])[O-:16])[c:6]([S:9]([C:10]([F:11])([F:12])[F:13])=[O:17])[cH:7][cH:8]1.